From a dataset of the Open Reaction Database (ORD), a public repository of structured organic reaction records. describe an organic reaction: reactants, conditions, products, and yield Starting materials: Cl.COC(=O)C=1SC=C(C1N)C (3-amino-4-methyl-2-thiophenecarboxylic acid methyl ester hydrochloride), COC(=O)C=1SC=C(C1N=C=S)C (4-methyl-3-isothiocyanato-2-thiophenecarboxylic acid methyl ester), COC(CN1C(NC2=C(C1=O)SC=C2C)=S)=O (1,4-dihydro-7-methyl-4-oxo-2-thioxothieno[3,2-d]pyrimidine-3(2H)-acetic acid methyl ester). Product: CC1=CSC2=C1N=C1N(C2=O)CC(N1)=O (3-methylimidazo[1,2-a]thieno[3,2-d]pyrimidine-6,9-(5H, 7H)-dione). As a reaction SMILES: Cl.CO[C:4]([C:6]1[S:7][CH:8]=[C:9]([CH3:12])[C:10]=1[NH2:11])=[O:5].COC(C1SC=C(C)C=1N=C=S)=O.COC(=O)C[N:30]1[C:35](=[O:36])[C:34]2SC=C(C)C=2[NH:32][C:31]1=S>>[CH3:12][C:9]1[C:10]2[N:11]=[C:31]3[NH:30][C:35](=[O:36])[CH2:34][N:32]3[C:4](=[O:5])[C:6]=2[S:7][CH:8]=1 |f:0.1|. Procedure: The starting material can be prepared in an analogous manner to Example 1 starting from 3-amino-4-methyl-2-thiophenecarboxylic acid methyl ester hydrochloride via 4-methyl-3-isothiocyanato-2-thiophenecarboxylic acid methyl ester (70 g, melting point 227°-228°) and 1,4-dihydro-7-methyl-4-oxo-2-thioxothieno[3,2-d]pyrimidine-3(2H)-acetic acid methyl ester (69 g, melting point 227°-228°); yield 68.9 g, melting point 131°-132°. Starting materials: C(C(=O)C)CC(C)=O (acetonylacetone), NCCN1C(CCC1)=O (1-(2-aminoethyl)-2-pyrrolidinone). The solvent is CO (methanol). Yields the product CC=1N(C(=CC1)C)CCN1C(CCC1)=O (2,5-Dimethyl-1-(2-(2-oxo-1-pyrrolidinyl)ethyl)pyrrole). RXN SMILES: [CH2:1]([CH2:5][C:6](=O)[CH3:7])[C:2]([CH3:4])=O.[NH2:9][CH2:10][CH2:11][N:12]1[CH2:16][CH2:15][CH2:14][C:13]1=[O:17]>CO>[CH3:4][C:2]1[N:9]([CH2:10][CH2:11][N:12]2[CH2:16][CH2:15][CH2:14][C:13]2=[O:17])[C:6]([CH3:7])=[CH:5][CH:1]=1. Procedure details: 5.7 g (0.05 mmol) of acetonylacetone and 6.4 g (0.05 mmol) of 1-(2-aminoethyl)-2-pyrrolidinone are heated under reflux in 70 ml of methanol for 2 h. The reaction mixture is then concentrated and, after the concentration, the crude reaction product is then precipitated by addition of petroleum ether. The crude product is recrystallized from diethyl ether. Yield: 3.2 g (31% of theory), Melting point: 66°-68° C. Elemental analysis: C12H18N2O (206.29) calculated: C 69.9 H 8.8 N 13.6 0 7.8 found: C 6... Reactants: Br, Cn1c(C(=O)NC2CCCCC2C(=O)O)cc2ccccc21, N#CC(N)c1ccccn1. As a reaction SMILES: [BrH:1].[CH3:12][n:13]1[c:14]([C:22](=[O:23])[NH:24][CH:25]2[CH:26]([C:31](=[O:32])[OH:33])[CH2:27][CH2:28][CH2:29][CH2:30]2)[cH:15][c:16]2[cH:17][cH:18][cH:19][cH:20][c:21]12.[NH2:2][CH:3]([C:4]#[N:5])[c:6]1[n:7][cH:8][cH:9][cH:10][cH:11]1>>[NH:2]([CH:3]([C:4]#[N:5])[c:6]1[n:7][cH:8][cH:9][cH:10][cH:11]1)[C:31]([CH:26]1[CH:25]([NH:24][C:22]([c:14]2[n:13]([CH3:12])[c:21]3[c:16]([cH:15]2)[cH:17][cH:18][cH:19][cH:20]3)=[O:23])[CH2:30][CH2:29][CH2:28][CH2:27]1)=[O:32]. Yields the product Cn1c(C(=O)NC2CCCCC2C(=O)NC(C#N)c2ccccn2)cc2ccccc21.